This data is from the Open Reaction Database (ORD), a public repository of structured organic reaction records. The task is: describe an organic reaction: reactants, conditions, products, and yield Starting materials: CCN(CC)c1cc(C)cc(C#N)n1, CO, Cl, NO. Product: CCN(CC)c1cc(C)cc(C(=N)NO)n1. Reaction SMILES: [CH2:4]([CH3:5])[N:6]([c:7]1[cH:8][c:9]([CH3:15])[cH:10][c:11]([C:13]#[N:14])[n:12]1)[CH2:16][CH3:17].[CH3:18][OH:19].[ClH:1].[NH2:2][OH:3]>>[NH:2]([OH:3])[C:13]([c:11]1[cH:10][c:9]([CH3:15])[cH:8][c:7]([N:6]([CH2:4][CH3:5])[CH2:16][CH3:17])[n:12]1)=[NH:14]. Starting materials: C1(CCCCCCCCCCC1)=NO (cyclododecanone oxime), C(\C=C\C(=O)[O-])(=O)O (Hydrogen fumarate), C(C)(C)N(CCCCl)C(C)C (1-diisopropylamino-3-chloropropane), [H-].[Na+] (sodium hydride). Yields the product C(C)(C)N(C(C)C)CCCON=C1CCCCCCCCCCC1 (1-(Diisopropylamino-propoxyimino)cyclododecane). As a reaction SMILES: [C:1]1(=[N:13][OH:14])[CH2:12][CH2:11][CH2:10][CH2:9][CH2:8][CH2:7][CH2:6][CH2:5][CH2:4][CH2:3][CH2:2]1.[H-].[Na+].[CH:17]([N:20]([CH:25]([CH3:27])[CH3:26])[CH2:21][CH2:22][CH2:23]Cl)([CH3:19])[CH3:18].C(O)(=O)/C=C/C([O-])=O>>[CH:17]([N:20]([CH2:21][CH2:22][CH2:23][O:14][N:13]=[C:1]1[CH2:12][CH2:11][CH2:10][CH2:9][CH2:8][CH2:7][CH2:6][CH2:5][CH2:4][CH2:3][CH2:2]1)[CH:25]([CH3:27])[CH3:26])([CH3:19])[CH3:18] |f:1.2|. Reported procedure: Starting from 19.7 g. (0.1 moles) of cyclododecanone oxime, 2.4 g. (0.1 moles) of sodium hydride and 19.55 g. (0.11 moles) of 1-diisopropylamino-3-chloropropane the title product is prepared as in Example 1. Yield: 24.2 g. (71.6%). Hydrogen fumarate, m.p.: 119°-121° C. The reactants are CSC=1N=C(C2=C(N1)C=CNC2=O)NC=2C=C(C=CC2)NC(=O)N2CCCC2 (N-(3-{[2-(methylthio)-5-oxo-5,6-dihydropyrido[4,3-d]pyrimidin-4-yl]amino}phenyl)-1-pyrrolidinecarboxamide), C1=CC(=CC(=C1)Cl)C(=O)OO.NCCCNC(OC(C)(C)C)=O (mCPBA 1,1-dimethylethyl (3-aminopropyl)carbamate), C(=O)(C(F)(F)F)O (TFA). Yields the product NCCCNC=1N=C(C2=C(N1)C=CNC2=O)NC=2C=C(C=CC2)NC(=O)N2CCCC2 (N-[3-({2-[(3-aminopropyl)amino]-5-oxo-5,6-dihydropyrido[4,3-d]pyrimidin-4-yl}amino)phenyl]-1-pyrrolidinecarboxamide). As a reaction SMILES: CS[C:3]1[N:4]=[C:5]([NH:14][C:15]2[CH:16]=[C:17]([NH:21][C:22]([N:24]3[CH2:28][CH2:27][CH2:26][CH2:25]3)=[O:23])[CH:18]=[CH:19][CH:20]=2)[C:6]2[C:12](=[O:13])[NH:11][CH:10]=[CH:9][C:7]=2[N:8]=1.C1C=C(Cl)C=C(C(OO)=O)C=1.[NH2:40][CH2:41][CH2:42][CH2:43][NH:44]C(=O)OC(C)(C)C.C(O)(C(F)(F)F)=O>>[NH2:40][CH2:41][CH2:42][CH2:43][NH:44][C:3]1[N:4]=[C:5]([NH:14][C:15]2[CH:16]=[C:17]([NH:21][C:22]([N:24]3[CH2:28][CH2:27][CH2:26][CH2:25]3)=[O:23])[CH:18]=[CH:19][CH:20]=2)[C:6]2[C:12](=[O:13])[NH:11][CH:10]=[CH:9][C:7]=2[N:8]=1 |f:1.2|. Reported procedure: The compound was prepared from N-(3-{[2-(methylthio)-5-oxo-5,6-dihydropyrido[4,3-d]pyrimidin-4-yl]amino}phenyl)-1-pyrrolidinecarboxamide using mCPBA/1,1-dimethylethyl (3-aminopropyl)carbamate and TFA sequences similar to that described for Example 1 (Scheme 2).